This data is from the Open Reaction Database (ORD), a public repository of structured organic reaction records. The task is: describe an organic reaction: reactants, conditions, products, and yield Reaction conditions: time 16 hour. The reactants are N12C(CN(CC1)CC2)CNC=2N=CC(=NC2)C=2N=C(SC2C(=O)OCC)N2C[C@@H]([C@@H](CC2)NC(=O)C=2NC(=C(C2Cl)Cl)C)OC (ethyl 4-{5-[(1,4-diazabicyclo[2.2.2]oct-2-ylmethyl)amino]pyrazin-2-yl}-2-[(3S,4R)-4-{[(3,4-dichloro-5-methyl-1H-pyrrol-2-yl)carbonyl]amino}-3-methoxypiperidin-1-yl]-1,3-thiazole-5-carboxylate), O.[OH-].[Li+] (Lithium hydroxide monohydrate). Reported procedure: Ethyl 4-{5-[(1,4-diazabicyclo[2.2.2]oct-2-ylmethyl)amino]pyrazin-2-yl}-2-[(3S,4R)-4-{[(3,4-dichloro-5-methyl-1H-pyrrol-2-yl)carbonyl]amino}-3-methoxypiperidin-1-yl]-1,3-thiazole-5-carboxylate (Example 194, 100 mg, 0.14 mmol) was dissolved in methanol (3 mL) and water (1 mL). Lithium hydroxide monohydrate (18 mg, 0.44 mmol) was added and the reaction mixture was stirred at room temperature for 16 h. The methanol was completely evaporated. The resulting crude product was taken in water (20 mL) and... Reaction SMILES: [N:1]12[CH2:8][CH2:7][N:4]([CH2:5][CH2:6]1)[CH2:3][CH:2]2[CH2:9][NH:10][C:11]1[N:12]=[CH:13][C:14]([C:17]2[N:18]=[C:19]([N:27]3[CH2:32][CH2:31][C@@H:30]([NH:33][C:34]([C:36]4[NH:37][C:38]([CH3:43])=[C:39]([Cl:42])[C:40]=4[Cl:41])=[O:35])[C@@H:29]([O:44][CH3:45])[CH2:28]3)[S:20][C:21]=2[C:22]([O:24]CC)=[O:23])=[N:15][CH:16]=1.O.[OH-].[Li+]>CO.O>[N:1]12[CH2:8][CH2:7][N:4]([CH2:5][CH2:6]1)[CH2:3][CH:2]2[CH2:9][NH:10][C:11]1[N:12]=[CH:13][C:14]([C:17]2[N:18]=[C:19]([N:27]3[CH2:32][CH2:31][C@@H:30]([NH:33][C:34]([C:36]4[NH:37][C:38]([CH3:43])=[C:39]([Cl:42])[C:40]=4[Cl:41])=[O:35])[C@@H:29]([O:44][CH3:45])[CH2:28]3)[S:20][C:21]=2[C:22]([OH:24])=[O:23])=[N:15][CH:16]=1 |f:1.2.3|. The product is N12C(CN(CC1)CC2)CNC=2N=CC(=NC2)C=2N=C(SC2C(=O)O)N2C[C@@H]([C@@H](CC2)NC(=O)C=2NC(=C(C2Cl)Cl)C)OC (4-{5-[(1,4-diazabicyclo[2.2.2]oct-2-ylmethyl)amino]pyrazin-2-yl}-2-[(3S,4R)-4-{[(3,4-dichloro-5-methyl-1H-pyrrol-2-yl)carbonyl]amino}-3-methoxypiperidin-1-yl]-1,3-thiazole-5-carboxylic acid). The solvent is CO (methanol), O (water). Yield: 70.3%. Starting materials: COC=1C(=CC=2C=C3C(=NC2C1)SC1=C3N=NNC1=O)OC (8,9-dimethoxy-1,2,3-triazino[4',5':4,5]thieno[2,3-b]quinolin-4(3H)-one), C([O-])([O-])=O.[K+].[K+] (potassium carbonate), CI (methyl iodide). Run in O (water), CN(C=O)C (dimethylformamide). Run at time 3 hour. Yields the product COC=1C(=CC=2C=C3C(=NC2C1)SC1=C3N=NN(C1=O)C)OC (8,9-dimethoxy-3-methyl-1,2,3-triazino[4',5':4,5]thieno[2,3-b]quinolin-4(3H)-one). RXN SMILES: [CH3:1][O:2][C:3]1[C:4]([O:21][CH3:22])=[CH:5][C:6]2[CH:7]=[C:8]3[C:15]4[N:16]=[N:17][NH:18][C:19](=[O:20])[C:14]=4[S:13][C:9]3=[N:10][C:11]=2[CH:12]=1.[C:23](=O)([O-])[O-].[K+].[K+].CI>CN(C)C=O.O>[CH3:1][O:2][C:3]1[C:4]([O:21][CH3:22])=[CH:5][C:6]2[CH:7]=[C:8]3[C:15]4[N:16]=[N:17][N:18]([CH3:23])[C:19](=[O:20])[C:14]=4[S:13][C:9]3=[N:10][C:11]=2[CH:12]=1 |f:1.2.3|. Procedure details: To a mixture of 8.8 g of 8,9-dimethoxy-1,2,3-triazino[4',5':4,5]thieno[2,3-b]quinolin-4(3H)-one and 12 g of potassium carbonate in 50 ml of dimethylformamide at 75° C. is added 6 ml of methyl iodide. Stirring at this temperature is continued for 3 hours. The mixture is then diluted with water and the precipitate which forms is separated by filtration to give 8,9-dimethoxy-3-methyl-1,2,3-triazino[4',5':4,5]thieno[2,3-b]quinolin-4(3H)-one. Starting materials: NC1=C(C=CC=2CCN(CCC21)C(C(F)(F)F)=O)Cl (6-amino-7-chloro-3-(2,2,2-trifluoroacetyl)-2,3,4,5-tetrahydro-1H-benzo[d]azepine), BrCC1=CC2=C(N=C(S2)C2CCCCC2)C=C1 (6-bromomethyl-2-cyclohexyl-benzothiazole), C([O-])([O-])=O.[K+].[K+] (potassium carbonate). The solvent is C1(=CC=CC=C1)C (toluene). Run at temperature 100 celsius. The product is ClC1=C(C2=C(CCN(CC2)C(C(F)(F)F)=O)C=C1)NCC1=CC2=C(N=C(S2)C2CCCCC2)C=C1 (7-chloro-6-[(2-cyclohexyl-benzothiazol-6-yl-methyl)-amino]-3-(2,2,2-trifluoroacetyl)-2,3,4,5-tetrahydro-1H-benzo[d]azepine). As a reaction SMILES: [NH2:1][C:2]1[C:12]2[CH2:11][CH2:10][N:9]([C:13](=[O:18])[C:14]([F:17])([F:16])[F:15])[CH2:8][CH2:7][C:6]=2[CH:5]=[CH:4][C:3]=1[Cl:19].Br[CH2:21][C:22]1[CH:36]=[CH:35][C:25]2[N:26]=[C:27]([CH:29]3[CH2:34][CH2:33][CH2:32][CH2:31][CH2:30]3)[S:28][C:24]=2[CH:23]=1.C(=O)([O-])[O-].[K+].[K+]>C1(C)C=CC=CC=1>[Cl:19][C:3]1[CH:4]=[CH:5][C:6]2[CH2:7][CH2:8][N:9]([C:13](=[O:18])[C:14]([F:17])([F:15])[F:16])[CH2:10][CH2:11][C:12]=2[C:2]=1[NH:1][CH2:21][C:22]1[CH:36]=[CH:35][C:25]2[N:26]=[C:27]([CH:29]3[CH2:34][CH2:33][CH2:32][CH2:31][CH2:30]3)[S:28][C:24]=2[CH:23]=1 |f:2.3.4|. Procedure details: Using a method similar to the General Procedure 5-4, combine 6-amino-7-chloro-3-(2,2,2-trifluoroacetyl)-2,3,4,5-tetrahydro-1H-benzo[d]azepine (60 mg, 0.21 mmol), 6-bromomethyl-2-cyclohexyl-benzothiazole (0.1 g, 0.31 mmol), potassium carbonate (58 mg, 0.42 mmol) and anhydrous toluene (2 mL) in a sealed tube and heat at 100° C. for 72 h to obtain 7-chloro-6-[(2-cyclohexyl-benzothiazol-6-yl-methyl)-amino]-3-(2,2,2-trifluoroacetyl)-2,3,4,5-tetrahydro-1H-benzo[d]azepine as a colorless oil. Starting materials: ClC=1C=C(C=CC1OCC1=CC(=CC=C1)F)NC1=NC=NC2=CC=C(C=C12)NC(CCNC(COC)=O)=O (N-{4-[3-chloro-4-(3-fluoro-benzyloxy)-phenylamino]-quinazolin-6-yl}-3-(2-methoxy-acetylamino)-propionamide), C(C1=CC=CC=C1)(=O)O (benzoic acid), compound. Yields the product NCCC(=O)NC=1C=C2C(=NC=NC2=CC1)NC1=CC(=C(C=C1)OCC1=CC(=CC=C1)F)Cl (3-amino-N-{4-[3-chloro-4-(3-fluoro-benzyloxy)-phenylamino]-quinazolin-6-yl}-propionamide). RXN SMILES: [Cl:1][C:2]1[CH:3]=[C:4]([NH:17][C:18]2[C:27]3[C:22](=[CH:23][CH:24]=[C:25]([NH:28][C:29](=[O:38])[CH2:30][CH2:31][NH:32]C(=O)COC)[CH:26]=3)[N:21]=[CH:20][N:19]=2)[CH:5]=[CH:6][C:7]=1[O:8][CH2:9][C:10]1[CH:15]=[CH:14][CH:13]=[C:12]([F:16])[CH:11]=1.C(O)(=O)C1C=CC=CC=1>>[NH2:32][CH2:31][CH2:30][C:29]([NH:28][C:25]1[CH:26]=[C:27]2[C:22](=[CH:23][CH:24]=1)[N:21]=[CH:20][N:19]=[C:18]2[NH:17][C:4]1[CH:5]=[CH:6][C:7]([O:8][CH2:9][C:10]2[CH:15]=[CH:14][CH:13]=[C:12]([F:16])[CH:11]=2)=[C:2]([Cl:1])[CH:3]=1)=[O:38]. Procedure: The procedure of (20-2) of Example 20 was repeated except for using benzoic acid and 0.05 g of the compound obtained in (20-1) of Example 20 instead of methoxyacetic acid to obtain the title compound (0.03 g, 49%). Starting materials: [BH4-], CO, [Cl-], CC1CC(=O)CCC1Nc1ncc(C#N)c2[nH]c3cc(Cl)ccc3c12, [NH4+], [Na+]. Yields the product CC1CC(O)CCC1Nc1ncc(C#N)c2[nH]c3cc(Cl)ccc3c12. RXN SMILES: [BH4-:26].[CH3:30][OH:31].[Cl-:28].[Cl:1][c:2]1[cH:3][cH:4][c:5]2[c:6]3[c:7]([nH:8][c:9]2[cH:10]1)[c:11]([C:24]#[N:25])[cH:12][n:13][c:14]3[NH:15][CH:16]1[CH:17]([CH3:23])[CH2:18][C:19](=[O:22])[CH2:20][CH2:21]1.[NH4+:29].[Na+:27]>>[Cl:1][c:2]1[cH:3][cH:4][c:5]2[c:6]3[c:7]([nH:8][c:9]2[cH:10]1)[c:11]([C:24]#[N:25])[cH:12][n:13][c:14]3[NH:15][CH:16]1[CH:17]([CH3:23])[CH2:18][CH:19]([OH:22])[CH2:20][CH2:21]1. Procedure: 1-Benzyl-3-[(4-methoxyphenyl)sulfonyl]-6-oxo-hexahydro-pyrimidine-4(R)-carboxylic acid (206 mg, 0.5 mmol) is dissolved in N,N-dimethylformamide (20 mL) and is cooled to 0° C. To this is added 1-hydroxybenzotriazole (203 mg, 1.5 mmol), 4-methylmorpholine (0.16 mL, 1.5 mmol) and 1-ethyl-3-(3-dimethylaminopropyl)carbodiimide (117 mg, 0.61 mmol) followed, after 20 minutes, with O-benzylhydroxylamine hydrochloride (89 mg, 0.56 mmol). The reaction is stirred for 4 hours at room temperature, water (50 ... Run in CN(C=O)C (N,N-dimethylformamide), O (water). Reaction SMILES: [CH2:1]([N:8]1[C:13](=[O:14])[CH2:12][C@H:11]([C:15]([OH:17])=O)[N:10]([S:18]([C:21]2[CH:26]=[CH:25][C:24]([O:27][CH3:28])=[CH:23][CH:22]=2)(=[O:20])=[O:19])[CH2:9]1)[C:2]1[CH:7]=[CH:6][CH:5]=[CH:4][CH:3]=1.ON1C2C=CC=CC=2N=N1.CN1CCOCC1.C(N=C=NCCCN(C)C)C.Cl.[CH2:58]([O:65][NH2:66])[C:59]1[CH:64]=[CH:63][CH:62]=[CH:61][CH:60]=1>CN(C)C=O.O>[CH2:58]([O:65][NH:66][C:15]([C@H:11]1[CH2:12][C:13](=[O:14])[N:8]([CH2:1][C:2]2[CH:3]=[CH:4][CH:5]=[CH:6][CH:7]=2)[CH2:9][N:10]1[S:18]([C:21]1[CH:22]=[CH:23][C:24]([O:27][CH3:28])=[CH:25][CH:26]=1)(=[O:20])=[O:19])=[O:17])[C:59]1[CH:64]=[CH:63][CH:62]=[CH:61][CH:60]=1 |f:4.5|. Product: C(C1=CC=CC=C1)ONC(=O)[C@@H]1N(CN(C(C1)=O)CC1=CC=CC=C1)S(=O)(=O)C1=CC=C(C=C1)OC (N-benzyloxy 1-benzyl-3-[(4methoxyphenyl)sulfonyl]-6-oxo-hexahydro-pyrimidine4(R)-carboxamide). Reactants: ON1N=NC2=C1C=CC=C2 (1-hydroxybenzotriazole), CN1CCOCC1 (4-methylmorpholine), C(C)N=C=NCCCN(C)C (1-ethyl-3-(3-dimethylaminopropyl)carbodiimide), Cl.C(C1=CC=CC=C1)ON (O-benzylhydroxylamine hydrochloride), C(C1=CC=CC=C1)N1CN([C@H](CC1=O)C(=O)O)S(=O)(=O)C1=CC=C(C=C1)OC (1-Benzyl-3-[(4-methoxyphenyl)sulfonyl]-6-oxo-hexahydro-pyrimidine-4(R)-carboxylic acid). Run at temperature 0 celsius, time 4 hour. The reactants are [Al+3], C1CCOC1, NC(=O)C1CN(Cc2ccccc2)CCN1Cc1ccccc1, [H-], [H-], [H-], [H-], [Li+]. Product: NCC1CN(Cc2ccccc2)CCN1Cc1ccccc1. Reaction SMILES: [Al+3:2].[CH2:30]1[O:31][CH2:32][CH2:33][CH2:34]1.[CH2:7]([c:8]1[cH:9][cH:10][cH:11][cH:12][cH:13]1)[N:14]1[CH:15]([C:27](=[O:28])[NH2:29])[CH2:16][N:17]([CH2:20][c:21]2[cH:22][cH:23][cH:24][cH:25][cH:26]2)[CH2:18][CH2:19]1.[H-:1].[H-:4].[H-:5].[H-:6].[Li+:3]>>[CH2:7]([c:8]1[cH:9][cH:10][cH:11][cH:12][cH:13]1)[N:14]1[CH:15]([CH2:27][NH2:29])[CH2:16][N:17]([CH2:20][c:21]2[cH:22][cH:23][cH:24][cH:25][cH:26]2)[CH2:18][CH2:19]1.